From a dataset of the Open Reaction Database (ORD), a public repository of structured organic reaction records. describe an organic reaction: reactants, conditions, products, and yield Starting materials: CN1C=2N(C=3C(C1=O)=C(N(N3)CC3=CC=C(C=C3)C3=NC(=CC=C3)F)SC)[C@@H]3[C@H](N2)CCC3 ((6aR,9aS)-5,6a,7,8,9,9a-hexahydro-5-methyl-3-(methylthio)-2-(4-(6-fluoropyridin-2-yl)benzyl)-cyclopent[4,5]imidazo[1,2-a]pyrazolo[4,3-e]pyrimidin-4(2H)-one), P12(=S)SP3(=S)SP(=S)(S1)SP(=S)(S2)S3 (P4S10), N (ammonia). Run in CO (MeOH). Conditions: temperature 150 celsius. Yields the product CSC=1N(N=C2C1C(NC=1N2[C@@H]2[C@H](N1)CCC2)=O)CC2=CC=C(C=C2)C2=NC(=CC=C2)F ((6aR,9aS)-5,6a,7,8,9,9a-hexahydro-3-(methylthio)-2-(4-(6-fluoropyridin-2-yl)benzyl)-cyclopent[4,5]imidazo[1,2-a]pyrazolo[4,3-e]pyrimidin-4(2H)-one). The yield is 43.8%. RXN SMILES: C[N:2]1[C:7](=[O:8])[C:6]2=[C:9]([S:26][CH3:27])[N:10]([CH2:12][C:13]3[CH:18]=[CH:17][C:16]([C:19]4[CH:24]=[CH:23][CH:22]=[C:21]([F:25])[N:20]=4)=[CH:15][CH:14]=3)[N:11]=[C:5]2[N:4]2[C@H:28]3[CH2:33][CH2:32][CH2:31][C@H:29]3[N:30]=[C:3]12.P12(SP3(SP(SP(S3)(S1)=S)(=S)S2)=S)=S.N>CO>[CH3:27][S:26][C:9]1[N:10]([CH2:12][C:13]2[CH:18]=[CH:17][C:16]([C:19]3[CH:24]=[CH:23][CH:22]=[C:21]([F:25])[N:20]=3)=[CH:15][CH:14]=2)[N:11]=[C:5]2[N:4]3[C@H:28]4[CH2:33][CH2:32][CH2:31][C@H:29]4[N:30]=[C:3]3[NH:2][C:7](=[O:8])[C:6]=12. Procedure details: (6aR,9aS)-5,6a,7,8,9,9a-hexahydro-5-methyl-3-(methylthio)-2-(4-(6-fluoropyridin-2-yl)benzyl)-cyclopent[4,5]imidazo[1,2-a]pyrazolo[4,3-e]pyrimidin-4(2H)-one (25 mg, 0.054 mmol) and P4S10 (48.1 mg, 0.108 mmol) are placed in a Biotage microwave vial, and then 1.0 mL of 7N ammonia in MeOH is added. The sealed vial is heated in a Biotage microwave at 150° C. for 6 h. After solvent is removed, the residue is suspended in DMF, and then filtered. The obtained filtrate is purified by a semi-preparative H... The reactants are N1N=NN=C1 (1H-tetrazole), CO (MeOH), [H-].[Na+] (NaH), BrCCCCl (1-bromo-3-chloropropane). Run in CN(C)C=O (DMF), CN(C)C=O (DMF). Reaction conditions: time 30 minute. Product: ClCCCN1N=NN=C1 (1-(3-chloropropyl)-1H-tetrazole). As a reaction SMILES: [H-].[Na+].[NH:3]1[CH:7]=[N:6][N:5]=[N:4]1.Br[CH2:9][CH2:10][CH2:11][Cl:12].CO>CN(C=O)C>[Cl:12][CH2:11][CH2:10][CH2:9][N:3]1[CH:7]=[N:6][N:5]=[N:4]1 |f:0.1|. Reported procedure: To anhydrous DMF (25 mL) was added NaH (0.70 g, 17.50 mmol, 60%) in one portion in an ice bath, and the mixture was warmed to rt and stirred at rt for 30 min. Then a solution of 1H-tetrazole (1.00 g, 14.28 mmol) in anhydrous DMF (6 mL) was added dropwise to the mixture cooled in an ice bath. The reaction mixture was then warmed to rt and stirred for 1.5 h followed by dropwise addition of 1-bromo-3-chloropropane (2.35 g, 14.93 mmol) to the mixture. The reaction mixture was stirred further at rt o... The reactants are NCCC(=O)OCC.Cl (βAla-OEt.HCl), N([C@@H](CC(C)C)C(=O)N[C@H](CC1=CNC2=CC=CC=C12)C(=O)NN)C(=O)OC(C)(C)C (Boc-Leu-DTrp-NHNH2), Cl.O1CCOCC1 (HCl 1,4-dioxane), N(=O)OCCC(C)C (isoamyl nitrite). Run in CN(C)C=O (DMF), TEA, CN(C)C=O (DMF). Conditions: temperature -20 celsius, time 1.5 hour. Yields the product N([C@@H](CC(C)C)C(=O)N[C@H](CC1=CNC2=CC=CC=C12)C(=O)NCCC(=O)OCC)C(=O)OC(C)(C)C (Boc-Leu-DTrp-βAla-OEt). Yield: 87.8%. Reaction SMILES: [NH:1]([C:25]([O:27][C:28]([CH3:31])([CH3:30])[CH3:29])=[O:26])[C@H:2]([C:7]([NH:9][C@@H:10]([C:21]([NH:23]N)=[O:22])[CH2:11][C:12]1[C:20]2[C:15](=[CH:16][CH:17]=[CH:18][CH:19]=2)[NH:14][CH:13]=1)=[O:8])[CH2:3][CH:4]([CH3:6])[CH3:5].Cl.O1CCOCC1.N(OCCC(C)C)=O.N[CH2:48][CH2:49][C:50]([O:52][CH2:53][CH3:54])=[O:51].Cl>CN(C=O)C>[NH:1]([C:25]([O:27][C:28]([CH3:31])([CH3:30])[CH3:29])=[O:26])[C@H:2]([C:7]([NH:9][C@@H:10]([C:21]([NH:23][CH2:48][CH2:49][C:50]([O:52][CH2:53][CH3:54])=[O:51])=[O:22])[CH2:11][C:12]1[C:20]2[C:15](=[CH:16][CH:17]=[CH:18][CH:19]=2)[NH:14][CH:13]=1)=[O:8])[CH2:3][CH:4]([CH3:6])[CH3:5] |f:1.2,4.5|. Procedure: To a solution of Boc-Leu-DTrp-NHNH2 (39 mg) obtained in Example 1-(2) in DMF (0.5 ml) was added 3.1 M HCl/1,4-dioxane (81 μl) at -60° C. The temperature of the solution was raised to -20° C. and isoamyl nitrite (15 μl) was added. The reaction mixture was stirred at -20° C. to -15° C. for 1.5 h and cooled at -60° C. A solution of βAla-OEt.HCl (17 mg) in DMF (0.5 ml) and TEA (50 μl) were added. The reaction mixture was stirred at 5° C. overnight and concentrated under reduced pressure. The residue...